This data is from the Open Reaction Database (ORD), a public repository of structured organic reaction records. The task is: describe an organic reaction: reactants, conditions, products, and yield Reactants: ICC (iodoethane), C(C)(C)(C)OC(=O)N1C(NC2C1CCC2)=O ((rac)-(3aSR,6aRS)-2-oxo-hexahydro-cyclopentaimidazole-1-carboxylic acid tert-butyl ester), suspension, [H-].[Na+] (sodium hydride), oil. Solvent: CN(C)C=O (DMF). Product: C(C)(C)(C)OC(=O)N1C(N(C2C1CCC2)CC)=O ((rac)-(3aSR,6aRS)-3-Ethyl-2-oxo-hexahydro-cyclopentaimidazole-1-carboxylic acid tert-butyl ester). Conditions: time 45 minute. RXN SMILES: [C:1]([O:5][C:6]([N:8]1[CH:12]2[CH2:13][CH2:14][CH2:15][CH:11]2[NH:10][C:9]1=[O:16])=[O:7])([CH3:4])([CH3:3])[CH3:2].[H-].[Na+].I[CH2:20][CH3:21]>CN(C=O)C>[C:1]([O:5][C:6]([N:8]1[CH:12]2[CH2:13][CH2:14][CH2:15][CH:11]2[N:10]([CH2:20][CH3:21])[C:9]1=[O:16])=[O:7])([CH3:4])([CH3:2])[CH3:3] |f:1.2|. Reported procedure: To a solution of (3aSR,6aRS)-2-oxo-hexahydro-cyclopentaimidazole-1-carboxylic acid tert-butyl ester (Example 1, step 1) (1.50 g, 6.63 mmol) in 25 ml of DMF was added a 60% suspension of sodium hydride in mineral oil (207 mg, 8.62 mmol, 1.3 equiv.). The suspension was stirred for 45 minutes at room temperature (gas evolution), then iodoethane (1.34 g, 0.696 ml, 8.62 mmol, 1.3 equiv.) was added and the mixture was stirred at room temperature overnight. After concentration in vaccuo and workup with... Yield: 94.9%. Reactants: Cl, O=Cc1ccc(-c2nc3ccc(C4(c5ccccc5)CC4)nc3s2)c(F)c1, COC(=O)C1(N)CC1. Yields the product COC(=O)C1(NCc2ccc(-c3nc4ccc(C5(c6ccccc6)CC5)nc4s3)c(F)c2)CC1. Reaction SMILES: [ClH:28].[F:1][c:2]1[cH:3][c:4]([CH:5]=[O:6])[cH:7][cH:8][c:9]1-[c:10]1[s:11][c:12]2[n:13][c:14]([C:19]3([c:22]4[cH:23][cH:24][cH:25][cH:26][cH:27]4)[CH2:20][CH2:21]3)[cH:15][cH:16][c:17]2[n:18]1.[NH2:29][C:30]1([C:33](=[O:34])[O:35][CH3:36])[CH2:31][CH2:32]1>>[F:1][c:2]1[cH:3][c:4]([CH2:5][NH:29][C:30]2([C:33](=[O:34])[O:35][CH3:36])[CH2:31][CH2:32]2)[cH:7][cH:8][c:9]1-[c:10]1[s:11][c:12]2[n:13][c:14]([C:19]3([c:22]4[cH:23][cH:24][cH:25][cH:26][cH:27]4)[CH2:20][CH2:21]3)[cH:15][cH:16][c:17]2[n:18]1. Starting materials: BrC=1C=C(OC1Br)C(=O)O (4,5-dibromo-2-furancarboxylic acid), C1(=CC=CC=C1)C (toluene), DMF di-tert-butylacetal, C1(=CC=CC=C1)C (toluene). Conditions: temperature 90 celsius, time 2 hour. Yields the product BrC=1C=C(OC1Br)C(=O)OC(C)(C)C (tert-butyl 4,5-dibromo-2-furancarboxylate). As a reaction SMILES: [Br:1][C:2]1[CH:3]=[C:4]([C:8]([OH:10])=[O:9])[O:5][C:6]=1[Br:7].[C:11]1([CH3:17])[CH:16]=CC=C[CH:12]=1>>[Br:1][C:2]1[CH:3]=[C:4]([C:8]([O:10][C:11]([CH3:17])([CH3:16])[CH3:12])=[O:9])[O:5][C:6]=1[Br:7]. Reported procedure: A mixture composed of 4,5-dibromo-2-furancarboxylic acid (20.00 g), DMF di-tert-butylacetal (71.08 ml) and toluene (100 ml) was stirred for 2 hours at 90° C. The reaction solution was diluted with toluene and washed with 10% aqueous citric acid solution and saturated brine. The organic layer was dried over MgSO4, and the solvent was evaporated under reduced pressure. The residue was purified by silica gel column chromatography (eluent: ethyl acetate/hexane=1/20), thereby giving 20.10 g of tert-b... Reactants: N=C(c1ccccc1)c1ccccc1, CO, Cc1cc2c(Cl)nccc2cc1N, ClCCCl, Cl. Product: Cc1cc2c(Cl)nccc2cc1N=C(c1ccccc1)c1ccccc1. RXN SMILES: [C:15]([c:16]1[cH:17][cH:18][cH:19][cH:20][cH:21]1)([c:22]1[cH:23][cH:24][cH:25][cH:26][cH:27]1)=[NH:28].[CH3:29][OH:30].[Cl:1][c:2]1[n:3][cH:4][cH:5][c:6]2[cH:7][c:8]([NH2:13])[c:9]([CH3:12])[cH:10][c:11]12.[Cl:31][CH2:32][CH2:33][Cl:34].[ClH:14]>>[Cl:1][c:2]1[n:3][cH:4][cH:5][c:6]2[cH:7][c:8]([N:13]=[C:15]([c:16]3[cH:17][cH:18][cH:19][cH:20][cH:21]3)[c:22]3[cH:23][cH:24][cH:25][cH:26][cH:27]3)[c:9]([CH3:12])[cH:10][c:11]12.